Task: describe an organic reaction: reactants, conditions, products, and yield. Dataset: the Open Reaction Database (ORD), a public repository of structured organic reaction records The reactants are solid, Cl.Cl.Cl.O1CCC=2C(=NC=CC21)N2CCN(CC2)CC[C@@H]2CC[C@H](CC2)N (trans-4-{2-[4-(2,3-dihydrofuro[3,2-c]pyridin-4-yl)-piperazin-1-yl]-ethyl}-cyclohexanamine trihydrochloride), Cl.Cl.Cl.O1CCC=2C(=NC=CC21)N2CCN(CC2)CC[C@@H]2CC[C@H](CC2)N (trans-4-{2-[4-(2,3-dihydrofuro[3,2-c]pyridin-4-yl)-piperazin-1-yl]-ethyl}-cyclohexanamine trihydrochloride), N1(N=CC=C1)C1=CC=C(C(=O)O)C=C1 (4-pyrazol-1-yl-benzoic acid). Yields the product O1CCC=2C(=NC=CC21)N2CCN(CC2)CC[C@@H]2CC[C@H](CC2)NC(C2=CC=C(C=C2)N2N=CC=C2)=O (trans-N-(4-{2-[4-(2,3-Dihydro-furo[3,2-c]pyridin-4-yl)-piperazin-1-yl]-ethyl}-cyclohexyl)-4-pyrazol-1-yl-benzamide). RXN SMILES: Cl.Cl.Cl.[O:4]1[C:12]2[CH:11]=[CH:10][N:9]=[C:8]([N:13]3[CH2:18][CH2:17][N:16]([CH2:19][CH2:20][C@H:21]4[CH2:26][CH2:25][C@H:24]([NH2:27])[CH2:23][CH2:22]4)[CH2:15][CH2:14]3)[C:7]=2[CH2:6][CH2:5]1.[N:28]1([C:33]2[CH:41]=[CH:40][C:36]([C:37](O)=[O:38])=[CH:35][CH:34]=2)[CH:32]=[CH:31][CH:30]=[N:29]1>>[O:4]1[C:12]2[CH:11]=[CH:10][N:9]=[C:8]([N:13]3[CH2:18][CH2:17][N:16]([CH2:19][CH2:20][C@H:21]4[CH2:26][CH2:25][C@H:24]([NH:27][C:37](=[O:38])[C:36]5[CH:35]=[CH:34][C:33]([N:28]6[CH:32]=[CH:31][CH:30]=[N:29]6)=[CH:41][CH:40]=5)[CH2:23][CH2:22]4)[CH2:15][CH2:14]3)[C:7]=2[CH2:6][CH2:5]1 |f:0.1.2.3|. Reported procedure: The title compound, white solid (109 mg, 87%), MS (ISP) m/z=501.3 [(M+H)+], mp 229° C., was prepared in accordance with the general method of example 32 from trans-4-{2-[4-(2,3-dihydrofuro[3,2-c]pyridin-4-yl)-piperazin-1-yl]-ethyl}-cyclohexanamine trihydrochloride (intermediate C) (110 mg, 0.25 mmol) and 4-pyrazol-1-yl-benzoic acid. The reactants are COC=1C=C2C(=CC=NC2=CC1)CCC[C@H]1[C@H](CN(CC1)CCSC1=CC(=CC=C1)F)C(=O)OC (methyl (3R,4R)-4-[3-(6-methoxyquinolin-4-yl)propyl]-1-[2-(3-fluorophenylthio)ethyl]piperidine-3-carboxylate), Cl (hydrochloric acid). Solvent: O (water), CO (methanol), [OH-].[Na+] (sodium hydroxide). Reaction conditions: temperature 60 celsius, time 20 hour. Yields the product Cl.Cl.COC=1C=C2C(=CC=NC2=CC1)CCC[C@H]1[C@H](CN(CC1)CCSC1=CC(=CC=C1)F)C(=O)O ((3R,4R)-4-[3-(6-methoxyquinolin-4-yl)propyl]-1-[2-(3-fluorophenylthio) ethyl]piperidine-3-carboxylic acid dihydrochloride). Reaction SMILES: [CH3:1][O:2][C:3]1[CH:4]=[C:5]2[C:10](=[CH:11][CH:12]=1)[N:9]=[CH:8][CH:7]=[C:6]2[CH2:13][CH2:14][CH2:15][C@@H:16]1[CH2:21][CH2:20][N:19]([CH2:22][CH2:23][S:24][C:25]2[CH:30]=[CH:29][CH:28]=[C:27]([F:31])[CH:26]=2)[CH2:18][C@@H:17]1[C:32]([O:34]C)=[O:33].[ClH:36]>CO.[OH-].[Na+].O>[ClH:36].[ClH:36].[CH3:1][O:2][C:3]1[CH:4]=[C:5]2[C:10](=[CH:11][CH:12]=1)[N:9]=[CH:8][CH:7]=[C:6]2[CH2:13][CH2:14][CH2:15][C@@H:16]1[CH2:21][CH2:20][N:19]([CH2:22][CH2:23][S:24][C:25]2[CH:30]=[CH:29][CH:28]=[C:27]([F:31])[CH:26]=2)[CH2:18][C@@H:17]1[C:32]([OH:34])=[O:33] |f:3.4,6.7.8|. Procedure details: A mixture of 0.54 g of methyl (3R,4R)-4-[3-(6-methoxyquinolin-4-yl)propyl]-1-[2-(3-fluorophenylthio)ethyl]piperidine-3-carboxylate in 4 cm3 of methanol and 0.8 cm3 of 5N aqueous sodium hydroxide was heated with stirring at 60° C. for 20 hours. After evaporating the solvents under reduced pressure (5 kPa) at a temperature in the region of 40° C. the residue obtained was taken up in 10 cm3 of water and then acidified with 0.4 cm3 of concentrated hydrochloric acid. The solution was evaporated under... Reactants: COC(NC(C(C)C)C(=O)N1C(CCC1)C=1NC(=CN1)C1=CC2=CC=C(C=C2C=C1)C1=CC=C(C=C1)C=1NC(=NC1)[C@H]1N(CCC1)C(C(C1=CC=CC=C1)NC(=O)OC)=O)=O ([1-(2-{5-[6-(4-{2-[1-(2S)-(2-Methoxycarbonylamino-2-phenyl-acetyl)-pyrrolidin-2-yl]-3H-imidazol-4-yl}-phenyl)-naphthalen-2-yl]-1H-imidazol-2-yl}-pyrrolidine-1-carbonyl)-2-methyl-propyl]-carbamic acid methyl ester), COC(=O)NC(C(=O)O)C1=C(C=CC=C1)C (Methoxycarbonylamino-o-tolyl-acetic acid). Product: COC(NC(C(C)C)C(=O)N1C(CCC1)C=1NC(=CN1)C1=CC2=CC=C(C=C2C=C1)C1=CC=C(C=C1)C=1NC(=NC1)C1N(CCC1)C(C(C1=C(C=CC=C1)C)NC(=O)OC)=O)=O ([1-(2-{5-[6-(4-{2-[1-(2-Methoxycarbonylamino-2-o-tolyl-acetyl)-pyrrolidin-2-yl]-3H-imidazol-4-yl}-phenyl)-naphthalen-2-yl]-1H-imidazol-2-yl}-pyrrolidine-1-carbonyl)-2-methyl-propyl]-carbamic acid methyl ester). Yield: 50.0%. RXN SMILES: [CH3:1][O:2][C:3](=[O:61])[NH:4][CH:5]([C:9]([N:11]1[CH2:15][CH2:14][CH2:13][CH:12]1[C:16]1[NH:17][C:18]([C:21]2[CH:30]=[CH:29][C:28]3[C:23](=[CH:24][CH:25]=[C:26]([C:31]4[CH:36]=[CH:35][C:34]([C:37]5[NH:38][C:39]([C@@H:42]6[CH2:46][CH2:45][CH2:44][N:43]6[C:47](=[O:60])[CH:48]([NH:55][C:56]([O:58][CH3:59])=[O:57])[C:49]6[CH:54]=[CH:53][CH:52]=[CH:51][CH:50]=6)=[N:40][CH:41]=5)=[CH:33][CH:32]=4)[CH:27]=3)[CH:22]=2)=[CH:19][N:20]=1)=[O:10])[CH:6]([CH3:8])[CH3:7].[CH3:62]OC(NC(C1C=CC=CC=1C)C(O)=O)=O>>[CH3:1][O:2][C:3](=[O:61])[NH:4][CH:5]([C:9]([N:11]1[CH2:15][CH2:14][CH2:13][CH:12]1[C:16]1[NH:17][C:18]([C:21]2[CH:30]=[CH:29][C:28]3[C:23](=[CH:24][CH:25]=[C:26]([C:31]4[CH:32]=[CH:33][C:34]([C:37]5[NH:38][C:39]([CH:42]6[CH2:46][CH2:45][CH2:44][N:43]6[C:47](=[O:60])[CH:48]([NH:55][C:56]([O:58][CH3:59])=[O:57])[C:49]6[CH:54]=[CH:53][CH:52]=[CH:51][C:50]=6[CH3:62])=[N:40][CH:41]=5)=[CH:35][CH:36]=4)[CH:27]=3)[CH:22]=2)=[CH:19][N:20]=1)=[O:10])[CH:6]([CH3:8])[CH3:7]. Procedure: This compound was prepared following the procedure for [1-(2-{5-[6-(4-{2-[1-(2S)-(2-Methoxycarbonylamino-2-phenyl-acetyl)-pyrrolidin-2-yl]-3H-imidazol-4-yl}-phenyl)-naphthalen-2-yl]-1H-imidazol-2-yl}-pyrrolidine-1-carbonyl)-2-methyl-propyl]-carbamic acid methyl ester using Methoxycarbonylamino-o-tolyl-acetic acid (0.03 g, 0.12 mmol, 1.75 equiv.) to provide [1-(2-{5-[6-(4-{2-[1-(2-Methoxycarbonylamino-2-o-tolyl-acetyl)-pyrrolidin-2-yl]-3H-imidazol-4-yl}-phenyl)-naphthalen-2-yl]-1H-imidazol-2-yl}-... Procedure details: 5-Bromo-6-(2,2,2-trifluoro-ethoxy)-2-trifluoromethyl-nicotinic acid (1.1 g, 3.0 mmol) was dissolved in DMF (25 mL). To the solution was added TBTU (1.06 g, 3.3 mmol), N,N-diisopropylethyl amine (2.54 mL, 15 mmol) and α-(aminomethyl)-α-methyl-cyclopropanemethanol (0.38 g, 3.3 mmol). The reaction mixture was stirred for 16 h at room temperature. The solvent was evaporated in vacuo and the residue dissolved in ethyl acetate (20 mL), washed with sodium hydroxide solution (0.5 N) and brine. Organic p... The reactants are CN(C)C(=[N+](C)C)ON1C2=C(C=CC=C2)N=N1.[B-](F)(F)(F)F (TBTU), C(C)(C)N(C(C)C)CC (N,N-diisopropylethyl amine), NCC(O)(C1CC1)C (α-(aminomethyl)-α-methyl-cyclopropanemethanol), BrC=1C(=NC(=C(C(=O)O)C1)C(F)(F)F)OCC(F)(F)F (5-Bromo-6-(2,2,2-trifluoro-ethoxy)-2-trifluoromethyl-nicotinic acid). Yields the product BrC=1C(=NC(=C(C(=O)NCC(C)(O)C2CC2)C1)C(F)(F)F)OCC(F)(F)F (5-Bromo-N-(2-cyclopropyl-2-hydroxy-propyl)-6-(2,2,2-trifluoro-ethoxy)-2-trifluoromethyl-nicotinamide). The yield is 27.2%. Run at time 16 hour. Reaction SMILES: [Br:1][C:2]1[C:3]([O:15][CH2:16][C:17]([F:20])([F:19])[F:18])=[N:4][C:5]([C:11]([F:14])([F:13])[F:12])=[C:6]([CH:10]=1)[C:7]([OH:9])=O.CN(C(ON1N=NC2C=CC=CC1=2)=[N+](C)C)C.[B-](F)(F)(F)F.C(N(CC)C(C)C)(C)C.[NH2:52][CH2:53][C:54]([CH3:59])([CH:56]1[CH2:58][CH2:57]1)[OH:55]>CN(C=O)C>[Br:1][C:2]1[C:3]([O:15][CH2:16][C:17]([F:20])([F:19])[F:18])=[N:4][C:5]([C:11]([F:14])([F:13])[F:12])=[C:6]([CH:10]=1)[C:7]([NH:52][CH2:53][C:54]([CH:56]1[CH2:58][CH2:57]1)([OH:55])[CH3:59])=[O:9] |f:1.2|. Solvent: CN(C)C=O (DMF). Starting materials: C(C)OC(C(CC1=CC=C(C=C1)O)(OC1=CC=C(C=C1)C)C)=O (3-(4-hydroxyphenyl)-2-methyl-2-p-tolyloxypropionic acid ethyl ester), CC1=C(N=C(O1)C=1SC=CC1)CCOS(=O)(=O)C1=CC=C(C=C1)C (toluene-4-sulfonic acid 2-(5-methyl-2-thiophen-2-yl-oxazol-4-yl)-ethyl ester). Product: CC(C(=O)O)(CC1=CC=C(C=C1)OCCC=1N=C(OC1C)C=1SC=CC1)OC1=CC=C(C=C1)C (2-Methyl-3-{4-[2-(5-methyl-2-thiophen-2-yl-oxazol-4-yl)-ethoxy]-phenyl}-2-p-tolyloxy-propionic acid). Reaction SMILES: C([O:3][C:4](=[O:23])[C:5]([CH3:22])([O:14][C:15]1[CH:20]=[CH:19][C:18]([CH3:21])=[CH:17][CH:16]=1)[CH2:6][C:7]1[CH:12]=[CH:11][C:10]([OH:13])=[CH:9][CH:8]=1)C.[CH3:24][C:25]1[O:29][C:28]([C:30]2[S:31][CH:32]=[CH:33][CH:34]=2)=[N:27][C:26]=1[CH2:35][CH2:36]OS(C1C=CC(C)=CC=1)(=O)=O>>[CH3:22][C:5]([O:14][C:15]1[CH:16]=[CH:17][C:18]([CH3:21])=[CH:19][CH:20]=1)([CH2:6][C:7]1[CH:8]=[CH:9][C:10]([O:13][CH2:36][CH2:35][C:26]2[N:27]=[C:28]([C:30]3[S:31][CH:32]=[CH:33][CH:34]=3)[O:29][C:25]=2[CH3:24])=[CH:11][CH:12]=1)[C:4]([OH:3])=[O:23]. Reported procedure: The representative procedure (B) was utilized to prepare the title compound from 3-(4-hydroxyphenyl)-2-methyl-2-p-tolyloxypropionic acid ethyl ester and toluene-4-sulfonic acid 2-(5-methyl-2-thiophen-2-yl-oxazol-4-yl)-ethyl ester. 1H NMR (400 MHz, CDCl3) δ 10.0 (bs, 1H), 7.59 (dd, 1H, J=3.8, 1.2 Hz), 7.36 (dd, 1H, J=5.0, 1.2 Hz), 7.19 (d, 2H, J=8.4 Hz), 7.05 (dd, 1H, J=5.0, 3.8 Hz), 7.02 (d, 2H, J=8.0 Hz), 6.83-6.80 (m, 4H), 4.17 (t, 2H, J=6.4 Hz), 3.29 and 3.14 (d of Abq, 2H, J=13.8 Hz), 2.96 (... Starting materials: CS (methylmercaptan), C(C)(C)N1N=C(N=C1Cl)O (1-isopropyl-5-chloro-3-hydroxy-1,2,4-triazole), S(=O)(=O)(O)[O-].[K+] (potassium hydrogen sulphate). Solvent: [OH-].[Na+] (sodium hydroxide). Conditions: temperature 100 celsius. The product is C(C)(C)N1N=C(N=C1SC)O (1-Isopropyl-5-methylmercapto-3-hydroxy-1,2,4-triazole). As a reaction SMILES: [CH3:1][SH:2].[CH:3]([N:6]1[C:10](Cl)=[N:9][C:8]([OH:12])=[N:7]1)([CH3:5])[CH3:4].S([O-])(O)(=O)=O.[K+]>[OH-].[Na+]>[CH:3]([N:6]1[C:10]([S:2][CH3:1])=[N:9][C:8]([OH:12])=[N:7]1)([CH3:5])[CH3:4] |f:2.3,4.5|. Procedure: An amount of 19.6 g of methylmercaptan is added at -5°C, with stirring, to 200 ml of 5N aqueous sodium hydroxide solution. An addition is then made of 33 g of 1-isopropyl-5-chloro-3-hydroxy-1,2,4-triazole, and the mixture heated for 2 hours at 100°C. After cooling to 20°C, the solution is acidified by the addition of potassium hydrogen sulphate, and extracted with ethyl acetate. The ethyl acetate extract is dried over anhydrous magnesium sulphate; it is then concentrated in a water-jet vacuum, a... Starting materials: CN(C)C1(c2cccc(F)c2)CCC(=CC(=O)NCCc2c[nH]c3ccccc23)CC1, CO, Cl. Yields the product CN(C)C1(c2cccc(F)c2)CCC(CC(=O)NCCc2c[nH]c3ccccc23)CC1. Reaction SMILES: [CH3:2][N:3]([C:4]1([c:25]2[cH:26][c:27]([F:31])[cH:28][cH:29][cH:30]2)[CH2:5][CH2:6][C:7](=[CH:10][C:11](=[O:12])[NH:13][CH2:14][CH2:15][c:16]2[cH:17][nH:18][c:19]3[cH:20][cH:21][cH:22][cH:23][c:24]23)[CH2:8][CH2:9]1)[CH3:32].[CH3:33][OH:34].[ClH:1]>>[CH3:2][N:3]([C:4]1([c:25]2[cH:26][c:27]([F:31])[cH:28][cH:29][cH:30]2)[CH2:5][CH2:6][CH:7]([CH2:10][C:11](=[O:12])[NH:13][CH2:14][CH2:15][c:16]2[cH:17][nH:18][c:19]3[cH:20][cH:21][cH:22][cH:23][c:24]23)[CH2:8][CH2:9]1)[CH3:32].